Task: describe an organic reaction: reactants, conditions, products, and yield. Dataset: the Open Reaction Database (ORD), a public repository of structured organic reaction records Procedure details: A dry flask containing freshly ground magnesium turnings (2.88 g, 120 mmol) and a crystal of iodine was heated until a dark purple iodine atmosphere had formed. The flask was cooled to ambient temperature and a solution of 2-bromo-5-fluorophenyl benzyl ether (33.8 g, 120 mmol, Example 166, Step A) in dry tetrahydrofuran (60 mL) was added in several portions over 40 minutes at a rate sufficient to maintain reflux. Reflux was continued for 45 minutes, then the reaction was cooled to room temperatu... RXN SMILES: [Mg].II.[CH2:4]([O:11][C:12]1[CH:17]=[C:16]([F:18])[CH:15]=[CH:14][C:13]=1Br)[C:5]1[CH:10]=[CH:9][CH:8]=[CH:7][CH:6]=1.[CH:20]([C:23]1[CH:28]=[C:27]([CH:29]([CH3:31])[CH3:30])[C:26]([C:32]([O:34][CH:35]([CH3:37])[CH3:36])=[O:33])=[C:25](OC)[C:24]=1[C:40]([O:42][CH:43]([CH3:45])[CH3:44])=[O:41])([CH3:22])[CH3:21]>O1CCCC1.C1C=CC=CC=1>[CH:20]([C:23]1[CH:28]=[C:27]([CH:29]([CH3:31])[CH3:30])[C:26]([C:32]([O:34][CH:35]([CH3:37])[CH3:36])=[O:33])=[C:25]([C:13]2[CH:14]=[CH:15][C:16]([F:18])=[CH:17][C:12]=2[O:11][CH2:4][C:5]2[CH:10]=[CH:9][CH:8]=[CH:7][CH:6]=2)[C:24]=1[C:40]([O:42][CH:43]([CH3:45])[CH3:44])=[O:41])([CH3:21])[CH3:22]. The reactants are [Mg] (magnesium), C(C1=CC=CC=C1)OC1=C(C=CC(=C1)F)Br (2-bromo-5-fluorophenyl benzyl ether), II (iodine), II (iodine), Grignard reagent, C(C)(C)C1=C(C(=C(C(=C1)C(C)C)C(=O)OC(C)C)OC)C(=O)OC(C)C (Diisopropyl 4,6-diisopropyl-2-methoxy-1,3-benzenedicarboxylate). Yields the product C(C)(C)C1=C(C(=C(C(=C1)C(C)C)C(=O)OC(C)C)C1=C(C=C(C=C1)F)OCC1=CC=CC=C1)C(=O)OC(C)C (Diisopropyl 3,5-diisopropyl-2′-benzyloxy-4′-fluoro-1,1-biphenyl-2,6-dicarboxylate). Solvent: O1CCCC1 (tetrahydrofuran), C1=CC=CC=C1 (benzene). Reaction conditions: time 45 minute.